Dataset: the Open Reaction Database (ORD), a public repository of structured organic reaction records. Task: describe an organic reaction: reactants, conditions, products, and yield Reactants: C(C)(C)N(CC)C(C)C (Diisopropylethylamine), C(C)(C)(C)N1N=C(C=C1C1=CC=CC=C1)CCC=O (3-(1-tert-butyl-5-phenyl-1H-pyrazol-3-yl)propanal), C1(=CC=CC=C1)N1CCNCC1 (1-phenylpiperazine), 4, [BH-](OC(=O)C)(OC(=O)C)OC(=O)C.[Na+] (NaBH(OAc)3). Run in O (water), CCCCCC (Hexane), CCOC(=O)C (EtOAc), C(Cl)Cl (CH2Cl2). The product is C(C)(C)(C)N1N=C(C=C1C1=CC=CC=C1)CCCN1CCN(CC1)C1=CC=CC=C1 (1-(3-(1-tert-butyl-5-phenyl-1H-pyrazol-3-yl)propyl)-4-phenylpiperazine). As a reaction SMILES: [C:1]([N:5]1[C:9]([C:10]2[CH:15]=[CH:14][CH:13]=[CH:12][CH:11]=2)=[CH:8][C:7]([CH2:16][CH2:17][CH:18]=O)=[N:6]1)([CH3:4])([CH3:3])[CH3:2].[C:20]1([N:26]2[CH2:31][CH2:30][NH:29][CH2:28][CH2:27]2)[CH:25]=[CH:24][CH:23]=[CH:22][CH:21]=1.C(N(C(C)C)CC)(C)C.[BH-](OC(C)=O)(OC(C)=O)OC(C)=O.[Na+]>C(Cl)Cl.CCCCCC.CCOC(C)=O.O>[C:1]([N:5]1[C:9]([C:10]2[CH:15]=[CH:14][CH:13]=[CH:12][CH:11]=2)=[CH:8][C:7]([CH2:16][CH2:17][CH2:18][N:29]2[CH2:30][CH2:31][N:26]([C:20]3[CH:25]=[CH:24][CH:23]=[CH:22][CH:21]=3)[CH2:27][CH2:28]2)=[N:6]1)([CH3:4])([CH3:3])[CH3:2] |f:3.4|. Procedure details: 3-(1-tert-butyl-5-phenyl-1H-pyrazol-3-yl)propanal (80 mg, 312 mmol) and 1-phenylpiperazine (0.047 mL, 0.312 mmol) were dissolved in 5 mL of CH2Cl2, and then 0.7 g of 4 molecular sieve powder was added thereto and stirred. Diisopropylethylamine (DIPEA; 54 mL, 0.312 mmol) was slowly added thereto, and stirred for 30 min at room temperature. Then, NaBH(OAc)3 (231 mg, 1.092 mmol) was added thereto and stirred for 12 hours at room temperature. The reaction progress and completion were confirmed by TL... The product is O=Cc1scc(Br)c1-c1ccc(O)cc1. Reactants: O=Cc1scc(Br)c1Br, O=C([O-])[O-], Cc1ccccc1, CCO, [Na+], [Na+], O, OB(O)c1ccc(O)cc1, c1ccc(P(c2ccccc2)(c2ccccc2)[Pd](P(c2ccccc2)(c2ccccc2)c2ccccc2)(P(c2ccccc2)(c2ccccc2)c2ccccc2)P(c2ccccc2)(c2ccccc2)c2ccccc2)cc1. Reaction SMILES: [Br:1][c:2]1[c:3]([CH:8]=[O:9])[s:4][cH:5][c:6]1[Br:7].[C:20](=[O:21])([O-:22])[O-:23].[CH3:26][c:27]1[cH:28][cH:29][cH:30][cH:31][cH:32]1.[CH3:33][CH2:34][OH:35].[Na+:24].[Na+:25].[OH2:36].[OH:10][c:11]1[cH:12][cH:13][c:14]([B:17]([OH:18])[OH:19])[cH:15][cH:16]1.[cH:37]1[cH:38][cH:39][c:40]([P:41]([Pd:42]([P:43]([c:44]2[cH:45][cH:46][cH:47][cH:48][cH:49]2)([c:50]2[cH:51][cH:52][cH:53][cH:54][cH:55]2)[c:56]2[cH:57][cH:58][cH:59][cH:60][cH:61]2)([P:62]([c:63]2[cH:64][cH:65][cH:66][cH:67][cH:68]2)([c:69]2[cH:70][cH:71][cH:72][cH:73][cH:74]2)[c:75]2[cH:76][cH:77][cH:78][cH:79][cH:80]2)[P:81]([c:82]2[cH:83][cH:84][cH:85][cH:86][cH:87]2)([c:88]2[cH:89][cH:90][cH:91][cH:92][cH:93]2)[c:94]2[cH:95][cH:96][cH:97][cH:98][cH:99]2)([c:100]2[cH:101][cH:102][cH:103][cH:104][cH:105]2)[c:106]2[cH:107][cH:108][cH:109][cH:110][cH:111]2)[cH:112][cH:113]1>>[c:2]1(-[c:14]2[cH:13][cH:12][c:11]([OH:10])[cH:16][cH:15]2)[c:3]([CH:8]=[O:9])[s:4][cH:5][c:6]1[Br:7].